Dataset: the Open Reaction Database (ORD), a public repository of structured organic reaction records. Task: describe an organic reaction: reactants, conditions, products, and yield The reactants are [Li+].[OH-] (LiOH), C(C)(C)(C)OC(NC1=C(C=C(C(=C1)F)F)N)=O ((2-amino-4,5-difluoro-phenyl)-carbamic acid tert-butyl ester), C1(CCCCC1)C=O (cyclohexanecarbaldehyde), ClC1=NC=C(C(=O)O)C=C1 (6-chloro-nicotinic acid), [N+](#[C-])CC1=CC=CC=C1 (isocyanomethyl-benzene), Cl (HCl), N(=O)[O-].[Na+] (Sodium nitrite). Solvent: OO (hydrogen peroxide), CO (methanol), O1CCOCC1 (dioxane). Conditions: time 16 hour. Yields the product ClC1=CC=C(C=N1)C1=NC2=C(N1C(C(=O)O)C1CCCCC1)C=C(C(=C2)F)F ([2-(6-Chloro-pyridin-3-yl)-5,6-difluoro-benzoimidazol-1-yl]-cyclohexyl-acetic acid). Reaction SMILES: C(O[C:6](=O)[NH:7][C:8]1[CH:13]=[C:12]([F:14])[C:11]([F:15])=[CH:10][C:9]=1[NH2:16])(C)(C)C.[CH:18]1(C=O)[CH2:23][CH2:22][CH2:21][CH2:20][CH2:19]1.ClC1C=CC([C:31]([OH:33])=[O:32])=CN=1.[N+:36]([CH2:38][C:39]1[CH:44]=[CH:43][CH:42]=C[CH:40]=1)#[C-].[ClH:45].N([O-])=O.[Na+].[Li+].[OH-]>CO.O1CCOCC1.OO>[Cl:45][C:42]1[N:36]=[CH:38][C:39]([C:40]2[N:7]([CH:6]([CH:18]3[CH2:19][CH2:20][CH2:21][CH2:22][CH2:23]3)[C:31]([OH:33])=[O:32])[C:8]3[CH:13]=[C:12]([F:14])[C:11]([F:15])=[CH:10][C:9]=3[N:16]=2)=[CH:44][CH:43]=1 |f:5.6,7.8|. Reported procedure: To a solution of (2-amino-4,5-difluoro-phenyl)-carbamic acid tert-butyl ester (1.0 g, 4.1 mmol) in methanol (15 mL) were added cyclohexanecarbaldehyde (0.82 mL, 6.14 mmol, 1.5 equiv.), 6-chloro-nicotinic acid (0.665 g, 4.1 mmol, 1.0 equiv.) and isocyanomethyl-benzene (0.48 mL, 10.24 mmol, 1.0 equiv.) and stirred at rt for 16 h. A solution of 4 M HCl in dioxane (10 mL) was added and the reaction mixture stirred at rt for 3 h. The solution was concentrated by evaporation under reduced pressure, th... The reactants are CC(=O)C1=C(C)Nc2cc[nH]c(=O)c2C1c1cccc2c(=O)cc(C)oc12, O=S(=O)(Cl)C1CC1. Product: CC(=O)C1=C(C)Nc2ccnc(OS(=O)(=O)C3CC3)c2C1c1cccc2c(=O)cc(C)oc12. As a reaction SMILES: [C:1]([CH3:2])(=[O:3])[C:4]1=[C:5]([CH3:27])[NH:6][c:7]2[cH:8][cH:9][nH:10][c:11](=[O:26])[c:12]2[CH:13]1[c:14]1[cH:15][cH:16][cH:17][c:18]2[c:19](=[O:25])[cH:20][c:21]([CH3:24])[o:22][c:23]12.[CH:28]1([S:31](=[O:32])(=[O:33])[Cl:34])[CH2:29][CH2:30]1>>[C:1]([CH3:2])(=[O:3])[C:4]1=[C:5]([CH3:27])[NH:6][c:7]2[cH:8][cH:9][n:10][c:11]([O:26][S:31]([CH:28]3[CH2:29][CH2:30]3)(=[O:32])=[O:33])[c:12]2[CH:13]1[c:14]1[cH:15][cH:16][cH:17][c:18]2[c:19](=[O:25])[cH:20][c:21]([CH3:24])[o:22][c:23]12. Reactants: N1C(=CC2=CC=CC=C12)C(=O)NC1=C(C=C(C=C1)CC(=O)OC(C)(C)C)OC (tert-butyl (4-((2-indolylcarbonyl)amino)-3-methoxyphenyl)acetate), C(=O)(C(F)(F)F)O (TFA). Run in C(Cl)Cl (methylene chloride). Reaction conditions: time 1 hour. Yields the product N1C(=CC2=CC=CC=C12)C(=O)NC1=C(C=C(C=C1)CC(=O)O)OC ((4-((2-indolylcarbonyl)amino)-3-methoxyphenyl)acetic acid). Isolated yield 99.5%. RXN SMILES: [NH:1]1[C:9]2[C:4](=[CH:5][CH:6]=[CH:7][CH:8]=2)[CH:3]=[C:2]1[C:10]([NH:12][C:13]1[CH:18]=[CH:17][C:16]([CH2:19][C:20]([O:22]C(C)(C)C)=[O:21])=[CH:15][C:14]=1[O:27][CH3:28])=[O:11].C(O)(C(F)(F)F)=O>C(Cl)Cl>[NH:1]1[C:9]2[C:4](=[CH:5][CH:6]=[CH:7][CH:8]=2)[CH:3]=[C:2]1[C:10]([NH:12][C:13]1[CH:18]=[CH:17][C:16]([CH2:19][C:20]([OH:22])=[O:21])=[CH:15][C:14]=1[O:27][CH3:28])=[O:11]. Procedure: In methylene chloride (20 ml) was dissolved tert-butyl (4-((2-indolylcarbonyl)amino)-3-methoxyphenyl)acetate (1.31 g, 3.44 mmol). To the resulting solution was added TFA (10 ml) at 0° C. After the reaction mixture was stirred at room temperature for 1 hour, the reaction mixture was distilled under reduced pressure to remove the solvent, whereby (4-((2-indolylcarbonyl)amino)-3-methoxyphenyl)acetic acid (1.11 g, 99%) was obtained as a brown solid. The reactants are O=C(NCCC1CC1)c1ccc(N2CCNCC2)nn1, O=C(Cl)C1CCCCC1. The product is O=C(NCCC1CC1)c1ccc(N2CCN(C(=O)C3CCCCC3)CC2)nn1. As a reaction SMILES: [CH:10]1([CH2:13][CH2:14][NH:15][C:16](=[O:17])[c:18]2[n:19][n:20][c:21]([N:24]3[CH2:25][CH2:26][NH:27][CH2:28][CH2:29]3)[cH:22][cH:23]2)[CH2:11][CH2:12]1.[CH:1]1([C:7](=[O:8])[Cl:9])[CH2:2][CH2:3][CH2:4][CH2:5][CH2:6]1>>[CH:1]1([C:7](=[O:8])[N:27]2[CH2:26][CH2:25][N:24]([c:21]3[n:20][n:19][c:18]([C:16]([NH:15][CH2:14][CH2:13][CH:10]4[CH2:11][CH2:12]4)=[O:17])[cH:23][cH:22]3)[CH2:29][CH2:28]2)[CH2:2][CH2:3][CH2:4][CH2:5][CH2:6]1. Starting materials: CC#N, O=C=Nc1ccc(Cl)c(C(F)(F)F)c1, CN(C)C(=O)CCc1ccc(N)c(-c2nnn[nH]2)c1. RXN SMILES: [CH3:34][C:35]#[N:36].[Cl:20][c:21]1[c:22]([C:30]([F:31])([F:32])[F:33])[cH:23][c:24]([N:27]=[C:28]=[O:29])[cH:25][cH:26]1.[NH2:1][c:2]1[c:3](-[c:15]2[n:16][n:17][n:18][nH:19]2)[cH:4][c:5]([CH2:8][CH2:9][C:10](=[O:11])[N:12]([CH3:13])[CH3:14])[cH:6][cH:7]1>>[NH:1]([c:2]1[c:3](-[c:15]2[n:16][n:17][n:18][nH:19]2)[cH:4][c:5]([CH2:8][CH2:9][C:10](=[O:11])[N:12]([CH3:13])[CH3:14])[cH:6][cH:7]1)[C:28]([NH:27][c:24]1[cH:23][c:22]([C:30]([F:31])([F:32])[F:33])[c:21]([Cl:20])[cH:26][cH:25]1)=[O:29]. The product is CN(C)C(=O)CCc1ccc(NC(=O)Nc2ccc(Cl)c(C(F)(F)F)c2)c(-c2nnn[nH]2)c1. Starting materials: ClC1=NC2=CC=C(C=C2C(=C1)C1=CC=CC=C1)[N+](=O)[O-] (2-chloro-6-nitro-4-phenylquinoline), O.NN (hydrazine hydrate). Product: [N+](=O)([O-])C=1C=C2C(=CC(=NC2=CC1)NN)C1=CC=CC=C1 (6-nitro-4-phenyl-2-hydrazinoquinoline). As a reaction SMILES: Cl[C:2]1[CH:11]=[C:10]([C:12]2[CH:17]=[CH:16][CH:15]=[CH:14][CH:13]=2)[C:9]2[C:4](=[CH:5][CH:6]=[C:7]([N+:18]([O-:20])=[O:19])[CH:8]=2)[N:3]=1.O.[NH2:22][NH2:23]>>[N+:18]([C:7]1[CH:8]=[C:9]2[C:4](=[CH:5][CH:6]=1)[N:3]=[C:2]([NH:22][NH2:23])[CH:11]=[C:10]2[C:12]1[CH:17]=[CH:16][CH:15]=[CH:14][CH:13]=1)([O-:20])=[O:19] |f:1.2|. Reported procedure: In the manner given in Example 1, 2-chloro-6-nitro-4-phenylquinoline is reacted at reflux with hydrazine hydrate to give 6-nitro-4-phenyl-2-hydrazinoquinoline.